This data is from the Open Reaction Database (ORD), a public repository of structured organic reaction records. The task is: describe an organic reaction: reactants, conditions, products, and yield Reactants: O (water), BrCCBr (1,2-Dibromoethane), C(C1=CC(OC)=C(O)C(OC)=C1)=O (syringaldehyde), C([O-])([O-])=O.[K+].[K+] (potassium carbonate). Solvent: CN(C)C=O (DMF). Run at time 16 hour. The product is BrCCOC1=C(C=C(C=O)C=C1OC)OC (4-(2-bromoethoxy)-3,5-dimethoxybenzaldehyde). Isolated yield 21.6%. Reaction SMILES: [Br:1][CH2:2][CH2:3]Br.[CH:5](=[O:17])[C:6]1[CH:16]=[C:13]([O:14][CH3:15])[C:11]([OH:12])=[C:8]([O:9][CH3:10])[CH:7]=1.C(=O)([O-])[O-].[K+].[K+].O>CN(C=O)C>[Br:1][CH2:2][CH2:3][O:12][C:11]1[C:13]([O:14][CH3:15])=[CH:16][C:6]([CH:5]=[O:17])=[CH:7][C:8]=1[O:9][CH3:10] |f:2.3.4|. Procedure: 1,2-Dibromoethane (47 mL, 0.55 moles) was added to a mixture of syringaldehyde (10 g, 55 mmoles) and potassium carbonate (38 g, 275 mmoles) in DMF (150 ml) and the resulting mixture was stirred vigorously at room temperature for 16 hours. The mixture was poured into water (0.5 L) and extracted with ethyl acetate (3×300 mL). The combined organic phases were washed with saturated sodium chloride (500 mL), dried over MgSO4 and evaporated in vacuo to afford 3.44 g (22%) of 4-(2-bromoethoxy)-3,5-dime...